From a dataset of the Open Reaction Database (ORD), a public repository of structured organic reaction records. describe an organic reaction: reactants, conditions, products, and yield The reactants are CC[Si](Cl)(CC)CC, CCOCn1cnc(CO)c1, CN(C)c1ccncc1, ClCCl, O. Product: CCOCn1cnc(CO[Si](CC)(CC)CC)c1. RXN SMILES: [CH2:12]([CH3:13])[Si:14]([CH2:15][CH3:16])([CH2:17][CH3:18])[Cl:19].[CH2:1]([CH3:2])[O:3][CH2:4][n:5]1[cH:6][n:7][c:8]([CH2:10][OH:11])[cH:9]1.[CH3:23][N:24]([c:25]1[cH:26][cH:27][n:28][cH:29][cH:30]1)[CH3:31].[Cl:20][CH2:21][Cl:22].[OH2:32]>>[CH2:1]([CH3:2])[O:3][CH2:4][n:5]1[cH:6][n:7][c:8]([CH2:10][O:11][Si:14]([CH2:12][CH3:13])([CH2:15][CH3:16])[CH2:17][CH3:18])[cH:9]1. Reactants: N#Cc1cnc2cc(I)sc2c1Cl, COc1cc(N)c(Cl)cc1Cl, [H-], [Na+], C1CCOC1. Product: COc1cc(Nc2c(C#N)cnc3cc(I)sc23)c(Cl)cc1Cl. Reaction SMILES: [Cl:14][c:15]1[c:16]2[c:17]([n:18][cH:19][c:20]1[C:21]#[N:22])[cH:23][c:24]([I:26])[s:25]2.[Cl:1][c:2]1[c:3]([NH2:4])[cH:5][c:6]([O:10][CH3:11])[c:7]([Cl:9])[cH:8]1.[H-:12].[Na+:13].[O:27]1[CH2:28][CH2:29][CH2:30][CH2:31]1>>[Cl:1][c:2]1[c:3]([NH:4][c:15]2[c:16]3[c:17]([n:18][cH:19][c:20]2[C:21]#[N:22])[cH:23][c:24]([I:26])[s:25]3)[cH:5][c:6]([O:10][CH3:11])[c:7]([Cl:9])[cH:8]1. Starting materials: BrC=1C(=NC(=NC1)Cl)O[C@@H]([C@@H](C)O)C ((2R,3R)-3-[(5-bromo-2-chloropyrimidin-4-yl)oxy]-butan-2-ol), NC1=CC=C(C=C1)S(=O)(=NS(=O)(=O)CC[Si](C)(C)C)CCO ((RS)-S-(4-aminophenyl)-S-(2-hydroxyethyl)-N-[2-(trimethylsilyl)ethylsulfonyl]sulfoximide), solution, Cl (HCl). The solvent is C(C)#N (acetonitrile), C(C)#N (acetonitrile), O1CCOCC1 (dioxane). Conditions: temperature 70 celsius, time 24 hour. Product: BrC=1C(=NC(=NC1)NC1=CC=C(C=C1)S(=O)(=NS(=O)(=O)CC[Si](C)(C)C)CCO)O[C@@H]([C@@H](C)O)C ((RS)-S-[4-({5-bromo-4-[(1R,2R)-2-hydroxy-1-methyl-propoxy]pyrimidin-2-yl}amino)phenyl]-S-(2-hydroxyethyl)-N-[2-(trimethylsilyl)ethylsulfonyl]sulfoximide). As a reaction SMILES: [NH2:1][C:2]1[CH:7]=[CH:6][C:5]([S:8]([CH2:20][CH2:21][OH:22])(=[N:10][S:11]([CH2:14][CH2:15][Si:16]([CH3:19])([CH3:18])[CH3:17])(=[O:13])=[O:12])=[O:9])=[CH:4][CH:3]=1.Cl.[Br:24][C:25]1[C:26]([O:32][C@H:33]([CH3:37])[C@H:34]([OH:36])[CH3:35])=[N:27][C:28](Cl)=[N:29][CH:30]=1>C(#N)C.O1CCOCC1>[Br:24][C:25]1[C:26]([O:32][C@H:33]([CH3:37])[C@H:34]([OH:36])[CH3:35])=[N:27][C:28]([NH:1][C:2]2[CH:7]=[CH:6][C:5]([S:8]([CH2:20][CH2:21][OH:22])(=[N:10][S:11]([CH2:14][CH2:15][Si:16]([CH3:18])([CH3:17])[CH3:19])(=[O:12])=[O:13])=[O:9])=[CH:4][CH:3]=2)=[N:29][CH:30]=1. Procedure details: A solution of 205 mg (0.56 mmol) of (RS)-S-(4-aminophenyl)-S-(2-hydroxyethyl)-N-[2-(trimethylsilyl)ethylsulfonyl]sulfoximide in 2 ml of acetonitrile is mixed with 0.15 ml of a 4N solution of HCl in dioxane. 175 mg (0.62 mmol) of (2R,3R)-3-[(5-bromo-2-chloropyrimidin-4-yl)oxy]-butan-2-ol in 2 ml of acetonitrile is added, and the batch is stirred for 24 hours at 70° C. Then, it is stirred for another 24 hours at 85° C. The solvent is removed, and the remaining residue is purified by chromatography... Reactants: [Mn](=O)(=O)(=O)[O-].[K+] (potassium permanganate), O (water), S(O)(O)(=O)=O (sulfuric acid), N(=O)[O-].[Na+] (sodium nitrite), C1(CCCCC1)CC=C (3-cyclohexyl-1-propene), O (water). The solvent is CC(=O)C (acetone), C(C)(=O)O (acetic acid), CC(=O)C (acetone). Conditions: time 40 minute. The product is C1(CCCCC1)CC(CO)=O (3-Cyclohexyl-1-hydroxypropan-2-one). As a reaction SMILES: [CH:1]1([CH2:7][CH:8]=[CH2:9])[CH2:6][CH2:5][CH2:4][CH2:3][CH2:2]1.[Mn]([O-])(=O)(=O)=[O:11].[K+].N([O-])=O.[Na+].S(=O)(=O)(O)O.[OH2:25]>CC(C)=O.C(O)(=O)C>[CH:1]1([CH2:7][C:8](=[O:11])[CH2:9][OH:25])[CH2:6][CH2:5][CH2:4][CH2:3][CH2:2]1 |f:1.2,3.4|. Procedure details: To a mixture of 3-cyclohexyl-1-propene (10 g), acetone (600 mL), water (140 mL) and acetic acid (13.5 mL) at RT was added a solution of potassium permanganate (22.3 g) in water (85 mL), followed by additional acetone (270 mL). After stirring for 40 min, sodium nitrite (11.7 g) was added, followed by dilute sulfuric acid (12%, 221 mL). The product was extracted with ether-hexanes (1:1), and the extracts were washed with saturated sodium bicarbonate and brine, dried (sodium sulfate) and concentrat...